This data is from the Open Reaction Database (ORD), a public repository of structured organic reaction records. The task is: describe an organic reaction: reactants, conditions, products, and yield Starting materials: [N+](=O)(O)[O-] (Nitric acid), FC1=CC=C2C(=CC=NC2=C1)O (7-fluoro-4-quinolinol). Run in C(CC)(=O)O (propionic acid). Conditions: temperature 125 celsius, time 1.5 hour. Yields the product FC1=CC=C2C(=C(C=NC2=C1)[N+](=O)[O-])O (7-fluoro-3-nitro-4-quinolinol). RXN SMILES: [N+:1]([O-:4])(O)=[O:2].[F:5][C:6]1[CH:15]=[C:14]2[C:9]([C:10]([OH:16])=[CH:11][CH:12]=[N:13]2)=[CH:8][CH:7]=1>C(O)(=O)CC>[F:5][C:6]1[CH:15]=[C:14]2[C:9]([C:10]([OH:16])=[C:11]([N+:1]([O-:4])=[O:2])[CH:12]=[N:13]2)=[CH:8][CH:7]=1. Procedure: Nitric acid (20 mL of 70%) was added to a hot (125° C.) solution of 7-fluoro-4-quinolinol (35 g, 214 mmol) in propionic acid (200 mL). The reaction mixture was stirred at 125° C. for about 1.5 hours and then allowed to cool to ambient temperature. The resulting yellow precipitate was isolated by filtration, rinsed with water and then with ethanol, and then recrystallized from N,N-dimethylformamide/water to provide 18 g of 7-fluoro-3-nitro-4-quinolinol. Reactants: C[SiH](C)C1C(=O)N(C(C)(C)C)C1SC(c1ccccc1)(c1ccccc1)c1ccccc1, CCOC(C)=O, [Li]CCCC, CCOC(C)=O, CCCCCC, O=Cc1ccns1, CC(C)NC(C)C, [Cl-], ClC(Cl)Cl, [NH4+], O=C1CCN1, C1CCOC1. The product is C[SiH](C)C1(C(O)c2ccns2)C(=O)N(C(C)(C)C)C1SC(c1ccccc1)(c1ccccc1)c1ccccc1. Reaction SMILES: [C:13]([CH3:14])([CH3:15])([CH3:16])[N:17]1[C:18](=[O:44])[CH:19]([SiH:41]([CH3:42])[CH3:43])[CH:20]1[S:21][C:22]([c:23]1[cH:24][cH:25][cH:26][cH:27][cH:28]1)([c:29]1[cH:30][cH:31][cH:32][cH:33][cH:34]1)[c:35]1[cH:36][cH:37][cH:38][cH:39][cH:40]1.[C:80]([O:81][CH2:82][CH3:83])(=[O:84])[CH3:85].[CH2:1]([Li:2])[CH2:3][CH2:4][CH3:5].[CH3:64][CH2:65][O:66][C:67](=[O:68])[CH3:69].[CH3:74][CH2:75][CH2:76][CH2:77][CH2:78][CH3:79].[CH:45](=[O:46])[c:47]1[cH:48][cH:49][n:50][s:51]1.[CH:6]([NH:7][CH:8]([CH3:9])[CH3:10])([CH3:11])[CH3:12].[Cl-:52].[Cl:70][CH:71]([Cl:72])[Cl:73].[NH4+:53].[NH:54]1[CH2:55][CH2:56][C:57]1=[O:58].[O:59]1[CH2:60][CH2:61][CH2:62][CH2:63]1>>[C:13]([CH3:14])([CH3:15])([CH3:16])[N:17]1[C:18](=[O:44])[C:19]([SiH:41]([CH3:42])[CH3:43])([CH:45]([OH:46])[c:47]2[cH:48][cH:49][n:50][s:51]2)[CH:20]1[S:21][C:22]([c:23]1[cH:24][cH:25][cH:26][cH:27][cH:28]1)([c:29]1[cH:30][cH:31][cH:32][cH:33][cH:34]1)[c:35]1[cH:36][cH:37][cH:38][cH:39][cH:40]1. The reactants are COCC=O (methoxyacetaldehyde), ClC(C(=O)OC(C)(C)C)Cl (terbutyl dichloroacetate), potassium tertbutylate, CCOCC (ether), O (water). Run in O1CCCC1 (tetrahydrofuran), O1CCCC1 (tetrahydrofuran). Run at temperature -20 celsius, time 20 minute. Yields the product ClC1(OC1COC)C(=O)OC(C)(C)C (1,1-dimethylethyl 2-chloro-3-methoxymethyloxirane-carboxylate). Reaction SMILES: [CH3:1][O:2][CH2:3][CH:4]=[O:5].Cl[CH:7]([Cl:15])[C:8]([O:10][C:11]([CH3:14])([CH3:13])[CH3:12])=[O:9].CCOCC.O>O1CCCC1>[Cl:15][C:7]1([C:8]([O:10][C:11]([CH3:12])([CH3:13])[CH3:14])=[O:9])[CH:4]([CH2:3][O:2][CH3:1])[O:5]1. Procedure details: A mixture of 2.106 g of methoxyacetaldehyde, 3.8 ml of terbutyl dichloroacetate and 25 ml of tetrahydrofuran was cooled to -20° C. and over 15 minutes, 29 ml of potassium tertbutylate in tetrahydrofuran (0.9M) were introduced. The mixture stood for 20 minutes and 25 ml of ether and 25 ml of water were added. The mixture was extracted with ether and the organic phase was washed with water saturated with sodium chloride, then dried and concentrated to dryness under reduced pressure. The residue wa... The reactants are C(#N)C=1C=C(OC2=CC=C(C(=O)OC(C)(C)C)C=C2)C=CC1 (tert-butyl 4-(3-cyanophenoxy)benzoate), FC(C(=O)O)(F)F (trifluoroacetic acid), O (water). The solvent is ClCCl (dichloromethane). Procedure details: To the solution of tert-butyl 4-(3-cyanophenoxy)benzoate (178 mg, 0.6 mmol) in dichloromethane 50 ml) was added trifluoroacetic acid (12.5 ml) the solution was stirred at room temperature for 12 hours, water (50 mL) was added and washed 3 times, the organic layer was evaporated and purified by column chromatography (silica gel, Petroleum ether/ethyl acetate=10:1) to give 4-(3-cyanophenoxy)benzoic acid (40 mg, 28%) Product: C(#N)C=1C=C(OC2=CC=C(C(=O)O)C=C2)C=CC1 (4-(3-cyanophenoxy)benzoic acid). Isolated yield 27.9%. Run at time 12 hour. RXN SMILES: [C:1]([C:3]1[CH:4]=[C:5]([CH:20]=[CH:21][CH:22]=1)[O:6][C:7]1[CH:19]=[CH:18][C:10]([C:11]([O:13]C(C)(C)C)=[O:12])=[CH:9][CH:8]=1)#[N:2].FC(F)(F)C(O)=O.O>ClCCl>[C:1]([C:3]1[CH:4]=[C:5]([CH:20]=[CH:21][CH:22]=1)[O:6][C:7]1[CH:19]=[CH:18][C:10]([C:11]([OH:13])=[O:12])=[CH:9][CH:8]=1)#[N:2]. Starting materials: C(C)OC(=O)C=1C(C=2C=C(C(=C3C2N(C2(CO3)CCCC2)C1)F)F)=O (ethyl-9′,10′-difluoro-7′-oxospiro[cyclopentane-1,3′(2′H)-[7H]pyrido[1,2,3-de][1,4]benzoxazine]-6′-carboxylate), ice water. The solvent is C(C)(=O)O.O.OS(=O)(=O)O (acetic acid water H2SO4). Yields the product FC=1C(=C2C=3N(C4(CO2)CCCC4)C=C(C(C3C1)=O)C(=O)O)F (9′, 10′-difluoro-7′-oxospiro[cyclopentane-1,3′(2′H)-[4H]pyrido[1,2,3-de][1,4]benzoxazine]-6′-carboxylic acid). Yield: 86.1%. Reaction SMILES: C([O:3][C:4]([C:6]1[C:7](=[O:25])[C:8]2[CH:9]=[C:10]([F:24])[C:11]([F:23])=[C:12]3[O:17][CH2:16][C:15]4([CH2:21][CH2:20][CH2:19][CH2:18]4)[N:14]([CH:22]=1)[C:13]=23)=[O:5])C>C(O)(=O)C.O.OS(O)(=O)=O>[F:24][C:10]1[C:11]([F:23])=[C:12]2[O:17][CH2:16][C:15]3([CH2:21][CH2:20][CH2:19][CH2:18]3)[N:14]3[CH:22]=[C:6]([C:4]([OH:5])=[O:3])[C:7](=[O:25])[C:8]([CH:9]=1)=[C:13]23 |f:1.2.3|. Procedure details: A solution of ethyl-9′,10′-difluoro-7′-oxospiro[cyclopentane-1,3′(2′H)-[7H]pyrido[1,2,3-de][1,4]benzoxazine]-6′-carboxylate (13.2 g, 38 mmol) in a mixture of acetic acid/water/H2SO4 (8:6:1 v/v, 75 mL) was heated under reflux for 2 h. The reaction mixture was poured into ice water. A precipitate formed and was collected by filtration, washed with water and then dried to give the title compound (10.5 g, 32.7 mmol, 86%) as a light yellow solid. Reactants: ClCCl, O=Cc1ccc(F)cc1, Nc1cccc2c1COC2=O, [Na+], [Na+], O=S(=O)([O-])[O-]. The product is O=C1OCc2c(N=Cc3ccc(F)cc3)cccc21. RXN SMILES: [Cl:28][CH2:29][Cl:30].[F:1][c:2]1[cH:3][cH:4][c:5]([CH:6]=[O:7])[cH:8][cH:9]1.[NH2:17][c:18]1[c:19]2[c:23]([cH:24][cH:25][cH:26]1)[C:22](=[O:27])[O:21][CH2:20]2.[Na+:10].[Na+:11].[O-:12][S:13](=[O:14])(=[O:15])[O-:16]>>[F:1][c:2]1[cH:3][cH:4][c:5]([CH:6]=[N:17][c:18]2[c:19]3[c:23]([cH:24][cH:25][cH:26]2)[C:22](=[O:27])[O:21][CH2:20]3)[cH:8][cH:9]1. Reported procedure: 0.2 g of hydroxylamine hydrochloride and 0.26 g of sodium acetate were added to 15 ml of a solution of 0.51 g of ethyl 4-[3-(3-formyl-5,6,7,8-tetrahydro-5,5,8,8-tetramethyl-2-naphthoxy)-1-propynyl]benzoate in methanol at room temperature. The obtained mixture was stirred at 50° C. for 11 hours and distilled to remove the methanol, followed by the addition thereto of 20 ml of water. The obtained mixture was extracted with ethyl acetate. The organic phase was washed with a saturated aqueous soluti... Run in CO (methanol). Conditions: temperature 50 celsius, time 11 hour. The product is ON=CC=1C(=CC=2C(CCC(C2C1)(C)C)(C)C)OCC#CC1=CC=C(C(=O)OCC)C=C1 (Ethyl 4-[3-(3-hydroxyiminomethyl-5,6,7,8-tetrahydro-5,5,8,8-tetramethyl-2-naphthoxy)-1-propynyl]benzoate). The reactants are Cl.NO (hydroxylamine hydrochloride), C(C)(=O)[O-].[Na+] (sodium acetate), solution, C(=O)C=1C(=CC=2C(CCC(C2C1)(C)C)(C)C)OCC#CC1=CC=C(C(=O)OCC)C=C1 (ethyl 4-[3-(3-formyl-5,6,7,8-tetrahydro-5,5,8,8-tetramethyl-2-naphthoxy)-1-propynyl]benzoate). The yield is 62.5%. Reaction SMILES: Cl.[NH2:2][OH:3].C([O-])(=O)C.[Na+].[CH:9]([C:11]1[C:12]([O:25][CH2:26][C:27]#[C:28][C:29]2[CH:39]=[CH:38][C:32]([C:33]([O:35][CH2:36][CH3:37])=[O:34])=[CH:31][CH:30]=2)=[CH:13][C:14]2[C:15]([CH3:24])([CH3:23])[CH2:16][CH2:17][C:18]([CH3:22])([CH3:21])[C:19]=2[CH:20]=1)=O>CO>[OH:3][N:2]=[CH:9][C:11]1[C:12]([O:25][CH2:26][C:27]#[C:28][C:29]2[CH:39]=[CH:38][C:32]([C:33]([O:35][CH2:36][CH3:37])=[O:34])=[CH:31][CH:30]=2)=[CH:13][C:14]2[C:15]([CH3:24])([CH3:23])[CH2:16][CH2:17][C:18]([CH3:22])([CH3:21])[C:19]=2[CH:20]=1 |f:0.1,2.3|.